Dataset: the Open Reaction Database (ORD), a public repository of structured organic reaction records. Task: describe an organic reaction: reactants, conditions, products, and yield Starting materials: C(C)(=O)O.C(C)(=O)O.O1C(CC=2C(=CC(=C(O)C2)OC)O)C1(C)C (5-(2,3-epoxy-3-methylbutyl)-2-methoxyhydroquinone diacetate), C(O)([O-])=O.[K+] (potassium hydrogencarbonate). Solvent: CO (methanol). Reaction conditions: time 21 hour. The product is OC(C)(C)C1OC2=C(C1)C=C(C(=C2)OC)O (2,3-dihydro-2-(1-hydroxy-1-methylethyl)-6-methoxy-5-benzofuranol). Yield: 80.1%. RXN SMILES: C(O)(=O)C.C(O)(=O)C.[O:9]1[C:22]([CH3:24])([CH3:23])[CH:10]1[CH2:11][C:12]1[C:13]([OH:21])=[CH:14][C:15]([O:19][CH3:20])=[C:16]([CH:18]=1)[OH:17].C(=O)([O-])O.[K+]>CO>[OH:9][C:22]([CH:10]1[CH2:11][C:12]2[CH:18]=[C:16]([OH:17])[C:15]([O:19][CH3:20])=[CH:14][C:13]=2[O:21]1)([CH3:24])[CH3:23] |f:0.1.2,3.4|. Reported procedure: To a solution of 5-(2,3-epoxy-3-methylbutyl)-2-methoxyhydroquinone diacetate (1.848 g) in methanol (36 ml) was added potassium hydrogencarbonate (1.50 g) in one portion. The mixture was stirred for 21 hours at ambient temperature and concentrated in vacuo. The residue was dissolved in a mixture of ethyl acetate (30 ml) and saturated sodium chloride solution (30 ml). The separated organic layer was washed with saturated sodium chloride solution, dried, and evaporated to dryness. The oily residue ...